This data is from the Open Reaction Database (ORD), a public repository of structured organic reaction records. The task is: describe an organic reaction: reactants, conditions, products, and yield The reactants are BrC=1C=C2C(=NC1)N=C(N2)C2=CC=CC=C2 (6-bromo-2-phenyl-1H-imidazo[4,5-b]pyridine), C1(=CC=CC=C1)OB(O)O (phenylboric acid), C([O-])([O-])=O.[Na+].[Na+] (sodium carbonate), O1CCCC1 (tetrahydrofuran). Reagents/catalysts: C=1C=CC(=CC1)[P](C=2C=CC=CC2)(C=3C=CC=CC3)[Pd]([P](C=4C=CC=CC4)(C=5C=CC=CC5)C=6C=CC=CC6)([P](C=7C=CC=CC7)(C=8C=CC=CC8)C=9C=CC=CC9)[P](C=1C=CC=CC1)(C=1C=CC=CC1)C=1C=CC=CC1 (tetrakis(triphenylphosphine)palladium(0)). Solvent: C(C)(=O)OCC.O1CCCC1 (ethyl acetate tetrahydrofuran), O (water). Reaction conditions: temperature 85 celsius, time 24 hour. The product is C1(=CC=CC=C1)C=1NC=2C(=NC=C(C2)C2=CC=CC=C2)N1 (2,6-diphenyl-1H-imidazo[4,5-b]pyridine). The yield is 22.5%. RXN SMILES: Br[C:2]1[CH:3]=[C:4]2[NH:10][C:9]([C:11]3[CH:16]=[CH:15][CH:14]=[CH:13][CH:12]=3)=[N:8][C:5]2=[N:6][CH:7]=1.[C:17]1(OB(O)O)[CH:22]=[CH:21][CH:20]=[CH:19][CH:18]=1.C(=O)([O-])[O-].[Na+].[Na+].O1CCCC1>C1C=CC([P]([Pd]([P](C2C=CC=CC=2)(C2C=CC=CC=2)C2C=CC=CC=2)([P](C2C=CC=CC=2)(C2C=CC=CC=2)C2C=CC=CC=2)[P](C2C=CC=CC=2)(C2C=CC=CC=2)C2C=CC=CC=2)(C2C=CC=CC=2)C2C=CC=CC=2)=CC=1.O.C(OCC)(=O)C.O1CCCC1>[C:11]1([C:9]2[NH:10][C:4]3[C:5]([N:8]=2)=[N:6][CH:7]=[C:2]([C:17]2[CH:22]=[CH:21][CH:20]=[CH:19][CH:18]=2)[CH:3]=3)[CH:16]=[CH:15][CH:14]=[CH:13][CH:12]=1 |f:2.3.4,8.9,^1:41,43,62,81|. Procedure: Under an argon stream, a mixture of 6-bromo-2-phenyl-1H-imidazo[4,5-b]pyridine (Compound of Reference Example 3) (90 mg), phenylboric acid (104 mg), tetrakis(triphenylphosphine)palladium(0) (38 mg), 2 M sodium carbonate (0.82 ml) and tetrahydrofuran (3.3 ml) was stirred at 85° C. for 24 hours. The mixture was distributed into ethyl acetate-tetrahydrofuran (3:1, v/v) and water. The organic layer was washed with water and dried over MgSO4, and the solvent was distilled off under reduced pressure. ... Starting materials: FC(C=1C=C(C=CC1)C1=NOC(=C1)CO)(F)F (m-trifluoromethylphenyl-5-isoxazole methanol), S(=O)(Cl)Cl (thionyl chloride), C(C#C)O (propargyl alcohol), S(=O)(Cl)Cl (thionyl chloride). The product is ClCC1=CC(=NO1)C1=CC(=CC=C1)C(F)(F)F (5-Chloromethyl-3-(m-Trifluoromethylphenyl)-Isoxazole). Reaction SMILES: [F:1][C:2]([F:17])([F:16])[C:3]1[CH:4]=[C:5]([C:9]2[CH:13]=[C:12]([CH2:14]O)[O:11][N:10]=2)[CH:6]=[CH:7][CH:8]=1.C(O)C#C.S(Cl)([Cl:24])=O>>[Cl:24][CH2:14][C:12]1[O:11][N:10]=[C:9]([C:5]2[CH:6]=[CH:7][CH:8]=[C:3]([C:2]([F:17])([F:16])[F:1])[CH:4]=2)[CH:13]=1. Procedure: To 17.6 g (0.0724 ml) of 3-(m-trifluoromethylphenyl-5-isoxazole methanol (prepared as described in Example 1 except that propargyl alcohol was used instead of propargyl bromide) was added 50 ml of thionyl chloride dropwise under nitrogen. After complete addition of thionyl chloride, the reaction mixture was heated on a steam bath for 30 minutes, thereafter excess thionyl chloride was removed under reduced pressure. The residue was triturated with hexane and an oil precipitate resulted. After par... The reactants are C1CC(=O)N(C1=O)Br (NBS), C(C)(C)[Si](N1C=CC=C1)(C(C)C)C(C)C (N-(triisopropylsilyl)pyrrole), N1=CC=CC=C1 (Pyridine), CCCCCC (hexane). The solvent is C1CCOC1 (THF). Conditions: time 1.5 hour. The product is BrC1=CN(C=C1)[Si](C(C)C)(C(C)C)C(C)C (3-Bromo-1-(triisopropylsilyl)pyrrole). Isolated yield 89.7%. RXN SMILES: C1C(=O)N([Br:8])C(=O)C1.[CH:9]([Si:12]([CH:21]([CH3:23])[CH3:22])([CH:18]([CH3:20])[CH3:19])[N:13]1[CH:17]=[CH:16][CH:15]=[CH:14]1)([CH3:11])[CH3:10].N1C=CC=CC=1.CCCCCC>C1COCC1>[Br:8][C:15]1[CH:16]=[CH:17][N:13]([Si:12]([CH:9]([CH3:11])[CH3:10])([CH:18]([CH3:20])[CH3:19])[CH:21]([CH3:23])[CH3:22])[CH:14]=1. Procedure: NBS (N-bromosuccinimide; 0.8 g, 4.5 mmol) was added to a stirred solution of N-(triisopropylsilyl)pyrrole (1.0 g, 4.5 mmol) in anhydrous THF (10 mL) at −78° C. The reaction mixture was kept at −78° C. for 1-2 h and then left to reach room temperature (ca. 1 h). Pyridine (0.1 mL) and hexane (10 mL) were added, the resulting suspension was filtered through a plug of neutral alumina, and the filtrate was evaporated in vacuum. Purification by column chromatography on silica gel (hexane/ethyl acetate...